This data is from the Open Reaction Database (ORD), a public repository of structured organic reaction records. The task is: describe an organic reaction: reactants, conditions, products, and yield Reactants: CS(=O)(=O)C=1C=C(C(=O)Cl)C=CC1 (3-methanesulfonylbenzoyl chloride), C(C1=CC=CC=C1)NC(=O)C1=C(N=C(S1)N)C (2-amino-4-methylthiazole-5-carboxylic acid benzylamide). Product: C(C1=CC=CC=C1)NC(=O)C1=C(N=C(S1)NC(C1=CC(=CC=C1)S(=O)(=O)C)=O)C (2-(3-Methanesulfonylbenzoylamino)-4-methylthiazole-5-carboxylic Acid Benzylamide). The yield is 15.0%. As a reaction SMILES: [CH3:1][S:2]([C:5]1[CH:6]=[C:7]([CH:11]=[CH:12][CH:13]=1)[C:8](Cl)=[O:9])(=[O:4])=[O:3].[CH2:14]([NH:21][C:22]([C:24]1[S:28][C:27]([NH2:29])=[N:26][C:25]=1[CH3:30])=[O:23])[C:15]1[CH:20]=[CH:19][CH:18]=[CH:17][CH:16]=1>>[CH2:14]([NH:21][C:22]([C:24]1[S:28][C:27]([NH:29][C:8](=[O:9])[C:7]2[CH:11]=[CH:12][CH:13]=[C:5]([S:2]([CH3:1])(=[O:4])=[O:3])[CH:6]=2)=[N:26][C:25]=1[CH3:30])=[O:23])[C:15]1[CH:20]=[CH:19][CH:18]=[CH:17][CH:16]=1. Reported procedure: Following the procedure as described in Example 2, making variations only as required to use 3-methanesulfonylbenzoyl chloride in place of benzoyl chloride to react with 2-amino-4-methylthiazole-5-carboxylic acid benzylamide, the title compound was obtained as a white solid in 15% yield; m.p. 111-113° C.; 1H NMR (CD3OD, 300 MHz) δ 8.55 (t, J=5.8 Hz, 1H), 8.09 (dd, J=1.2, 7.6 Hz, 1H), 7.36-7.19 (m, 2H), 7.68 (dd, J=1.2, 7.6 Hz, 1H), 7.27 (m, 5H), 4.50 (d, J=1.9 Hz, 2H), 3.33 (s, 3H), 2.52 (s, 3H)... Reactants: ice water, ClC1=C(C=CC(=C1)O)N1CCN(CC1)C(=O)OC(C)(C)C (Tert-butyl 4-(2-chloro-4-hydroxyphenyl)-piperazine-1-carboxylate), ClC=1N(C=C(N1)[N+](=O)[O-])C[C@]1(OC1)C ((R)-2-chloro-1-(2-methyloxiran-2-ylmethyl)-4-nitroimidazole), [H-].[Na+] (sodium hydride). Solvent: CN(C)C=O (DMF). Reaction conditions: temperature 80 celsius, time 20 minute. The product is ClC1=C(C=CC(=C1)OC[C@]1(CN2C(O1)=NC(=C2)[N+](=O)[O-])C)N2CCN(CC2)C(=O)OC(C)(C)C (tert-butyl (R)-4-[2-chloro-4-(2-methyl-6-nitro-2,3-dihydroimidazo[2,1-b]oxazol-2-ylmethoxy)phenyl]piperazine-1-carboxylate). The yield is 54.9%. Reaction SMILES: [Cl:1][C:2]1[CH:7]=[C:6]([OH:8])[CH:5]=[CH:4][C:3]=1[N:9]1[CH2:14][CH2:13][N:12]([C:15]([O:17][C:18]([CH3:21])([CH3:20])[CH3:19])=[O:16])[CH2:11][CH2:10]1.[H-].[Na+].Cl[C:25]1[N:26]([CH2:33][C@:34]2([CH3:37])[CH2:36][O:35]2)[CH:27]=[C:28]([N+:30]([O-:32])=[O:31])[N:29]=1>CN(C=O)C>[Cl:1][C:2]1[CH:7]=[C:6]([O:8][CH2:36][C@:34]2([CH3:37])[O:35][C:25]3=[N:29][C:28]([N+:30]([O-:32])=[O:31])=[CH:27][N:26]3[CH2:33]2)[CH:5]=[CH:4][C:3]=1[N:9]1[CH2:14][CH2:13][N:12]([C:15]([O:17][C:18]([CH3:21])([CH3:20])[CH3:19])=[O:16])[CH2:11][CH2:10]1 |f:1.2|. Procedure details: Tert-butyl 4-(2-chloro-4-hydroxyphenyl)-piperazine-1-carboxylate (2.7 g, 8.63 mmol) was dissolved in DMF (20 ml). To the solution, sodium hydride (397 mg, 9.92 mmol) was added at room temperature, and the solution was stirred for 20 minutes at 80° C. To the solution, (R)-2-chloro-1-(2-methyloxiran-2-ylmethyl)-4-nitroimidazole prepared in Example 12 (2.1 g, 9.50 mmol) was added with cooling on ice-bath, and the solution was stirred for further 20 minutes at 80° C. To the reaction mixture, ice-wat... Reactants: IC1=CC=C(N)C=C1 (4-iodoaniline), CC1(OC(CC(O1)=O)=O)C (2,2-dimethyl-1,3-dioxane-4,6-dione). Run in C(C)(=O)OCC (ethyl acetate). Run at temperature 80 celsius, time 2 hour. The product is IC1=CC=C(C=C1)NC(CC(=O)O)=O (3-((4-Iodophenyl)amino)-3-oxopropanoic acid). Reaction SMILES: [I:1][C:2]1[CH:8]=[CH:7][C:5]([NH2:6])=[CH:4][CH:3]=1.CC1(C)[O:15][C:14](=O)[CH2:13][C:12](=[O:17])[O:11]1>C(OCC)(=O)C>[I:1][C:2]1[CH:8]=[CH:7][C:5]([NH:6][C:14](=[O:15])[CH2:13][C:12]([OH:17])=[O:11])=[CH:4][CH:3]=1. Procedure: A mixture containing 4-iodoaniline (400 g, 1.83 mol) and 2,2-dimethyl-1,3-dioxane-4,6-dione (263 g, 1.83 mol) was stirred at 80° C. After 2 hours, the mixture was cooled to 23° C. and then ethyl acetate (5 L) was added. The mixture was extracted with aqueous sodium hydroxide solution (110 g of sodium hydroxide dissolved in 5 L of water). The basic aqueous layer was washed with ethyl acetate (3 L). The washed layer was brought to pH 2 with 6 M aqueous hydrochloric acid solution. The acidic aqueou... Reactants: CN(CCC(=O)O)C(=O)O[C@H](C(=O)OCC1=CC=CC=C1)CC1=CC=CC=C1 (benzyl 2(S)-[N-methyl-N-(2-carboxyethyl)aminocarbonyloxy]-3-phenylpropionate), C(C(C)C)N (isobutylamine), Cl.C(C)N=C=NCCCN(C)C (N-ethyl-N'-(3-dimethylaminopropyl)carbodiimide hydrochloride). Run in C(Cl)Cl (methylene chloride). Run at time 3 hour. Product: CN(CCC(NCC(C)C)=O)C(=O)O[C@H](C(=O)OCC1=CC=CC=C1)CC1=CC=CC=C1 (benzyl 2(S)-[N-methyl-N-(2-isobutylcarbamoylethyl)aminocarbonyloxy]-3-phenylpropionate). RXN SMILES: [CH3:1][N:2]([C:8]([O:10][C@@H:11]([CH2:22][C:23]1[CH:28]=[CH:27][CH:26]=[CH:25][CH:24]=1)[C:12]([O:14][CH2:15][C:16]1[CH:21]=[CH:20][CH:19]=[CH:18][CH:17]=1)=[O:13])=[O:9])[CH2:3][CH2:4][C:5](O)=[O:6].[CH2:29]([NH2:33])[CH:30]([CH3:32])[CH3:31].Cl.C(N=C=NCCCN(C)C)C>C(Cl)Cl>[CH3:1][N:2]([C:8]([O:10][C@@H:11]([CH2:22][C:23]1[CH:28]=[CH:27][CH:26]=[CH:25][CH:24]=1)[C:12]([O:14][CH2:15][C:16]1[CH:21]=[CH:20][CH:19]=[CH:18][CH:17]=1)=[O:13])=[O:9])[CH2:3][CH2:4][C:5](=[O:6])[NH:33][CH2:29][CH:30]([CH3:32])[CH3:31] |f:2.3|. Procedure details: To a mixture of benzyl 2(S)-[N-methyl-N-(2-carboxyethyl)aminocarbonyloxy]-3-phenylpropionate (460 mg) and isobutylamine (143 ml) in anhydrous methylene chloride (10 ml) was added N-ethyl-N'-(3-dimethylaminopropyl)carbodiimide hydrochloride (274 mg) portionwise at 0°-5° C. After being stirred at the same temperature for 3 hours, the solvent was evaporated in vacuo and the residue was dissolved in ethyl acetate (30 ml). The solution was washed with 0.5 N hydrochloric acid (30 ml), water (30 ml), a...